This data is from the Open Reaction Database (ORD), a public repository of structured organic reaction records. The task is: describe an organic reaction: reactants, conditions, products, and yield Reactants: C(#N)C1=C(C(=C(S1)C(=O)N)C)C (5-cyano-3,4-dimethylthiophene-2-carboxamide), [H][H] (hydrogen), Cl (hydrochloric acid). The reagents and catalysts are [Pd] (Pd on charcoal). Solvent: CO (methanol), CO (methanol). The product is Cl.NCC1=C(C(=C(S1)C(=O)N)C)C (5-Aminomethyl-3,4-dimethylthiophene-2-carboxamide Hydrochloride). RXN SMILES: [C:1]([C:3]1[S:7][C:6]([C:8]([NH2:10])=[O:9])=[C:5]([CH3:11])[C:4]=1[CH3:12])#[N:2].[H][H].[ClH:15]>CO.[Pd]>[ClH:15].[NH2:2][CH2:1][C:3]1[S:7][C:6]([C:8]([NH2:10])=[O:9])=[C:5]([CH3:11])[C:4]=1[CH3:12] |f:5.6|. Procedure details: 19 g (105.42 mmol) of 5-cyano-3,4-dimethylthiophene-2-carboxamide were suspended in 760 ml of methanol and 110 ml of 2N hydrochloric acid solution, 9.5 g of Pd on charcoal (10%) were added, and the mixture was hydrogenated at room temperature. After 4.71 of hydrogen had been taken up (4 h), methanol was distilled out in vacuo, and the aqueous phase was extracted three times with ethyl acetate and subsequently freeze-dried. 16.3 g of the required product resulted as a white solid (70.4% of theory... Starting materials: COC1=C(C=S)C=CC(=C1)C (2-methoxy-4-methylthiobenzaldehyde), nitrovinyl, Cl (hydrochloric acid), CN(C=C(C(C)=O)C1=C(C=C(C=C1)SC)OC)C (4-dimethylamino-3-(2-methoxy-4-methylthiophenyl)-3-buten-2-one), C(#N)CC(=O)N (cyanacetamide), COC(N(C)C)OC (N,N-dimethylformamide dimethyl acetal), [N+](=O)([O-])CC (nitroethane), C(CCC)N (n-butylamine), COC1=C(C=CC(=C1)SC)CC(C)=O (1-(2-methoxy-4-methylthiophenyl)-2-propanone). Reagents/catalysts: [Fe] (iron). Run in C1(=CC=CC=C1)C (toluene), C(C)(=O)O (acetic acid). Yields the product NC=1C(NC(=C(C1)C1=C(C=C(C=C1)S(=O)C)OC)C)=O (3-amino-5-(2-methoxy-4-methylsulfinylphenyl)-6-methyl-2(1H)-pyridinone). Reaction SMILES: C[O:2]C1C=C(C)C=CC=1C=S.[N+:12]([CH2:15][CH3:16])([O-])=O.C(N)CCC.Cl.[CH3:23][O:24][C:25]1[CH:30]=[C:29]([S:31][CH3:32])[CH:28]=[CH:27][C:26]=1[CH2:33][C:34](=O)[CH3:35].C[O:38][CH:39](OC)[N:40](C)C.CN(C)C=C(C1C=CC(SC)=CC=1OC)C(=O)C.C(CC(N)=O)#N>C1(C)C=CC=CC=1.C(O)(=O)C.[Fe]>[NH2:12][C:15]1[C:39](=[O:38])[NH:40][C:34]([CH3:35])=[C:33]([C:26]2[CH:27]=[CH:28][C:29]([S:31]([CH3:32])=[O:2])=[CH:30][C:25]=2[O:24][CH3:23])[CH:16]=1. Procedure details: The starting material 1,2-dihydro-5-(2-methoxy-4-methylthiophenyl)-6-methyl-2-oxonicotinamide (m.p. 278°-281° [dec.]--from methylene chloride/methanol) is obtained by heating to ebullition 2-methoxy-4-methylthiobenzaldehyde with nitroethane in toluene in the presence of n-butylamine, converting the resultant nitrovinyl compound with iron powder and hydrochloric acid without further characterization to 1-(2-methoxy-4-methylthiophenyl)-2-propanone (b.p. 0.02 mm Hg=140°-150°), heating this compound...